From a dataset of the Open Reaction Database (ORD), a public repository of structured organic reaction records. describe an organic reaction: reactants, conditions, products, and yield Reactants: [H-].[Na+] (sodium hydride), C(C)(C)C=1NC=C(N1)C(C)(C1=CC(=CC=C1)[N+](=O)[O-])C (2-isopropyl-4-[1-methyl-1-(3-nitro-phenyl)-ethyl]-1H-imidazole), IC (Iodomethane). Run at time 30 minute. Yield: 35.3%. Product: C(C)(C)C=1N(C(=CN1)C(C)(C1=CC(=CC=C1)[N+](=O)[O-])C)C (2-isopropyl-1-methyl-5-[1-methyl-1-(3-nitro-phenyl)-ethyl]-1H-imidazole). Solvent: C1CCOC1 (THF). Reaction SMILES: [H-].[Na+].[CH:3]([C:6]1[NH:7][CH:8]=[C:9]([C:11]([CH3:22])([C:13]2[CH:18]=[CH:17][CH:16]=[C:15]([N+:19]([O-:21])=[O:20])[CH:14]=2)[CH3:12])[N:10]=1)([CH3:5])[CH3:4].I[CH3:24]>C1COCC1>[CH:3]([C:6]1[N:10]([CH3:24])[C:9]([C:11]([CH3:12])([C:13]2[CH:18]=[CH:17][CH:16]=[C:15]([N+:19]([O-:21])=[O:20])[CH:14]=2)[CH3:22])=[CH:8][N:7]=1)([CH3:5])[CH3:4] |f:0.1|. Reported procedure: To a cold (0° C.) slurry of 50% sodium hydride (84 mg, 1.75 mmol) in THF (3 mL) was added 2-isopropyl-4-[1-methyl-1-(3-nitro-phenyl)-ethyl]-1H-imidazole (0.4 g, 1.46 mmol). The mixture was warmed to r.t. and stirred for 30 min. Iodomethane (0.13 mL, 2.1 mmol) was added and the reaction maintained for 2 h. The solvent was evaporated under reduced pressure and the residue partitioned between DCM and water. The organic phase was dried over sodium sulfate, filtered and concentrated. The residue was ... Reactants: COc1ccc(Br)c(CO)c1, CC(C)(C)[Si](C)(C)Cl, C1CCOC1, CCCCCC, O, c1c[nH]cn1. The product is COc1ccc(Br)c(CO[Si](C)(C)C(C)(C)C)c1. As a reaction SMILES: [Br:1][c:2]1[c:3]([CH2:4][OH:5])[cH:6][c:7]([O:10][CH3:11])[cH:8][cH:9]1.[C:17]([CH3:18])([CH3:19])([CH3:20])[Si:21]([CH3:22])([CH3:23])[Cl:24].[CH2:25]1[O:26][CH2:27][CH2:28][CH2:29]1.[CH3:31][CH2:32][CH2:33][CH2:34][CH2:35][CH3:36].[OH2:30].[nH:12]1[cH:13][cH:14][n:15][cH:16]1>>[Br:1][c:2]1[c:3]([CH2:4][O:5][Si:21]([C:17]([CH3:18])([CH3:19])[CH3:20])([CH3:22])[CH3:23])[cH:6][c:7]([O:10][CH3:11])[cH:8][cH:9]1.